Dataset: the Open Reaction Database (ORD), a public repository of structured organic reaction records. Task: describe an organic reaction: reactants, conditions, products, and yield Starting materials: BrC1=CN=C2N1C=CC(=N2)C(C)(C)O (2-(3-Bromoimidazo[1,2-α]pyrimidin-7-yl)propan-2-ol), FC1=C(C=C(C=C1)B(O)O)C1=CC=NC=C1 (4-fluoro-3-(pyridin-4-yl)benzeneboronic acid). The product is FC1=C(C=C(C=C1)C1=CN=C2N1C=CC(=N2)C(C)(C)O)C2=CC=NC=C2 (2-[3-(4-fluoro-3-(pyridin-4-yl)phenyl)imidazo[1,2-α]pyrimidin-7-yl]propan-2-ol). Yield: 58.0%. As a reaction SMILES: Br[C:2]1[N:6]2[CH:7]=[CH:8][C:9]([C:11]([OH:14])([CH3:13])[CH3:12])=[N:10][C:5]2=[N:4][CH:3]=1.[F:15][C:16]1[CH:21]=[CH:20][C:19](B(O)O)=[CH:18][C:17]=1[C:25]1[CH:30]=[CH:29][N:28]=[CH:27][CH:26]=1>>[F:15][C:16]1[CH:21]=[CH:20][C:19]([C:2]2[N:6]3[CH:7]=[CH:8][C:9]([C:11]([OH:14])([CH3:13])[CH3:12])=[N:10][C:5]3=[N:4][CH:3]=2)=[CH:18][C:17]=1[C:25]1[CH:26]=[CH:27][N:28]=[CH:29][CH:30]=1. Procedure: 2-(3-Bromoimidazo[1,2-α]pyrimidin-7-yl)propan-2-ol was coupled with 4-fluoro-3-(pyridin-4-yl)benzeneboronic acid as described in Example 1 to give 2-[3-(4-fluoro-3-(pyridin-4-yl)phenyl)imidazo[1,2-α]pyrimidin-7-yl]propan-2-ol as a white solid (240 mg, 58%). Bis-hydrochloride salt (from ethyl acetate/ethanol): δH (360 MHz, DMSO) 1.56 (6H, s), 7.77 (1H, dd, J 11 and 9), 7.85 (1H, d, J 7), 7.94-7.98 (1H, m), 8.12-8.15 (3H, m), 8.55 (1H, s), 8.95 (2H, d, J 6), 9.38 (1H, d, J 7); m/z (ES+) 349 (M++H)... Reactants: C1CCOC1, Nc1ccc(CN2CCCC2)cc1, Cc1cc(C(=O)Nc2cccc(C(=O)c3ccc4c(c3)NC(=O)C4=CO)c2)n(C)n1. Product: Cc1cc(C(=O)Nc2cccc(C(=O)c3ccc4c(c3)NC(=O)C4=CNc3ccc(CN4CCCC4)cc3)c2)n(C)n1. RXN SMILES: [CH2:44]1[O:45][CH2:46][CH2:47][CH2:48]1.[N:31]1([CH2:36][c:37]2[cH:38][cH:39][c:40]([NH2:43])[cH:41][cH:42]2)[CH2:32][CH2:33][CH2:34][CH2:35]1.[OH:1][CH:2]=[C:3]1[C:4](=[O:30])[NH:5][c:6]2[cH:7][c:8]([C:12](=[O:13])[c:14]3[cH:15][c:16]([NH:20][C:21](=[O:22])[c:23]4[n:24]([CH3:29])[n:25][c:26]([CH3:28])[cH:27]4)[cH:17][cH:18][cH:19]3)[cH:9][cH:10][c:11]21>>[CH:2](=[C:3]1[C:4](=[O:30])[NH:5][c:6]2[cH:7][c:8]([C:12](=[O:13])[c:14]3[cH:15][c:16]([NH:20][C:21](=[O:22])[c:23]4[n:24]([CH3:29])[n:25][c:26]([CH3:28])[cH:27]4)[cH:17][cH:18][cH:19]3)[cH:9][cH:10][c:11]21)[NH:43][c:40]1[cH:39][cH:38][c:37]([CH2:36][N:31]2[CH2:32][CH2:33][CH2:34][CH2:35]2)[cH:42][cH:41]1.